Task: describe an organic reaction: reactants, conditions, products, and yield. Dataset: the Open Reaction Database (ORD), a public repository of structured organic reaction records The reactants are C1(=CC=CC=C1)CCCCOC(=O)N1CC2=C(CC1)C=CO2 (6-(4-phenylbutoxycarbonyl)-4,5,6,7-tetrahydrofuro[2,3-c]pyridine), CNC (dimethylamine), C=O (formaldehyde). Run in C(C)(=O)O (acetic acid). Run at temperature 100 celsius, time 15 minute. Yields the product CN(C)CC1=CC2=C(CN(CC2)C(=O)OCCCCC2=CC=CC=C2)O1 (N,N-dimethyl-[6-(4-phenylbutoxycarbonyl)-4,5,6,7-tetrahydrofuro[2,3-c]pyridin-2-ylmethyl]amine). As a reaction SMILES: [C:1]1([CH2:7][CH2:8][CH2:9][CH2:10][O:11][C:12]([N:14]2[CH2:19][CH2:18][C:17]3[CH:20]=[CH:21][O:22][C:16]=3[CH2:15]2)=[O:13])[CH:6]=[CH:5][CH:4]=[CH:3][CH:2]=1.[CH3:23][NH:24][CH3:25].[CH2:26]=O>C(O)(=O)C>[CH3:23][N:24]([CH2:26][C:21]1[O:22][C:16]2[CH2:15][N:14]([C:12]([O:11][CH2:10][CH2:9][CH2:8][CH2:7][C:1]3[CH:6]=[CH:5][CH:4]=[CH:3][CH:2]=3)=[O:13])[CH2:19][CH2:18][C:17]=2[CH:20]=1)[CH3:25]. Procedure: To a solution of 0.085 g (about 0.284 mmol) of the above 6-(4-phenylbutoxycarbonyl)-4,5,6,7-tetrahydrofuro[2,3-c]pyridine in 20 ml of acetic acid, 0.15 g (1.7 mmol) of 50% aqueous dimethylamine and 0.14 g (1.7 mmol) of 37% aqueous formaldehyde were added, followed by stirring at 100° C. for 15 minutes. After the solvent was distilled off under reduced pressure, the residual solution was alkalified with aqueous sodium hydroxide and extracted with dichloromethane 3 times. The combined organic laye... Reactants: C (charcoal), NN1C(C=2C(C1=O)=CC=CC2)=O (N-aminophthalimide), C(C(=O)C)CC(C)=O (acetonylacetone), C1(=CC=C(C=C1)S(=O)(=O)O)C (p-toluenesulfonic acid). Solvent: C1(=CC=CC=C1)C (toluene). The product is CC=1N(C(=CC1)C)N1C(C2=CC=CC=C2C1=O)=O (2-(2,5-Dimethyl-1H-pyrrol-1-yl)-1H-isoindole-1,3(2H)dione). RXN SMILES: [NH2:1][N:2]1[C:6](=[O:7])[C:5]2=[CH:8][CH:9]=[CH:10][CH:11]=[C:4]2[C:3]1=[O:12].[CH2:13]([CH2:17][C:18](=O)[CH3:19])[C:14]([CH3:16])=O.C1(C)C=CC(S(O)(=O)=O)=CC=1.C>C1(C)C=CC=CC=1>[CH3:19][C:18]1[N:1]([N:2]2[C:3](=[O:12])[C:4]3[C:5](=[CH:8][CH:9]=[CH:10][CH:11]=3)[C:6]2=[O:7])[C:14]([CH3:16])=[CH:13][CH:17]=1. Reported procedure: A stirred suspension of N-aminophthalimide (19.75 g), acetonylacetone (14.3 ml), p-toluenesulfonic acid (5 mg), and toluene (406 ml) was heated at reflux for 1 hour and cooled to room temperature. The reaction mixture was combined with another reaction mixture and the entire mixture decolorized with activated charcoal. Filtration through a bed of celite gave a solution which upon partial concentration resulted in crystallization of the desired product as a solid (11.0 g), m.p. 182.5°-183.5° C.